This data is from the Open Reaction Database (ORD), a public repository of structured organic reaction records. The task is: describe an organic reaction: reactants, conditions, products, and yield Starting materials: C(C#C)NC/1=NC(S\C1=C/C1CCN(CC1)CC1=CC=C(C=C1)C(F)(F)F)=O ((5Z)-4-(prop-2-yn-1-ylamino)-5-({1-[4-(trifluoromethyl)benzyl]piperidin-4-yl}methylidene)-1,3-thiazol-2(5H)-one), C(\C=C\C(=O)O)(=O)O (fumaric acid). Run in C(C)O (ethanol), C(C)O (ethanol). Run at time 1 hour. The product is C(\C=C\C(=O)O)(=O)O.C(C#C)NC/1=NC(S\C1=C/C1CCN(CC1)CC1=CC=C(C=C1)C(F)(F)F)=O ((5Z)-4-(prop-2-yn-1-ylamino)-5-({1-[4-(trifluoromethyl)benzyl]piperidin-4-yl}methylidene)-1,3-thiazol-2(5H)-one fumarate). The yield is 75.6%. As a reaction SMILES: [CH2:1]([NH:4][C:5]1=[N:6][C:7](=[O:28])[S:8]/[C:9]/1=[CH:10]\[CH:11]1[CH2:16][CH2:15][N:14]([CH2:17][C:18]2[CH:23]=[CH:22][C:21]([C:24]([F:27])([F:26])[F:25])=[CH:20][CH:19]=2)[CH2:13][CH2:12]1)[C:2]#[CH:3].[C:29]([OH:36])(=[O:35])/[CH:30]=[CH:31]/[C:32]([OH:34])=[O:33]>C(O)C>[C:29]([OH:36])(=[O:35])/[CH:30]=[CH:31]/[C:32]([OH:34])=[O:33].[CH2:1]([NH:4][C:5]1=[N:6][C:7](=[O:28])[S:8]/[C:9]/1=[CH:10]\[CH:11]1[CH2:12][CH2:13][N:14]([CH2:17][C:18]2[CH:19]=[CH:20][C:21]([C:24]([F:27])([F:25])[F:26])=[CH:22][CH:23]=2)[CH2:15][CH2:16]1)[C:2]#[CH:3] |f:3.4|. Procedure details: To a solution of (5Z)-4-(prop-2-yn-1-ylamino)-5-({1-[4-(trifluoromethyl)benzyl]piperidin-4-yl}methylidene)-1,3-thiazol-2(5H)-one (650 mg) in ethanol (5 mL) was added a solution of fumaric acid (189 mg) in ethanol (20 mL). The reaction mixture was stirred at room temperature for 1 hr, and the solvent was evaporated under reduced pressure. The residue was recrystallized from ethanol/heptane to give the title compound (631 mg). The reactants are CCO, CCOC(=O)c1ncn2c(-c3cccc(C(F)(F)F)c3)ccnc12, [K+], [OH-], O. RXN SMILES: [CH2:28]([OH:29])[CH3:30].[F:1][C:2]([c:3]1[cH:4][c:5](-[c:9]2[cH:10][cH:11][n:12][c:13]3[n:14]2[cH:15][n:16][c:17]3[C:18](=[O:19])[O:20][CH2:21][CH3:22])[cH:6][cH:7][cH:8]1)([F:23])[F:24].[K+:26].[OH-:25].[OH2:27]>>[F:1][C:2]([c:3]1[cH:4][c:5](-[c:9]2[cH:10][cH:11][n:12][c:13]3[n:14]2[cH:15][n:16][c:17]3[C:18](=[O:19])[OH:20])[cH:6][cH:7][cH:8]1)([F:23])[F:24]. Yields the product O=C(O)c1ncn2c(-c3cccc(C(F)(F)F)c3)ccnc12. Product: C(C)(=O)C1=CC2=CC=C(C=C2C=C1)OC (2-Acetyl-6-methoxynaphthalene). Reaction conditions: temperature -5 celsius, time 2 hour. Starting materials: [Cl-].[Al+3].[Cl-].[Cl-] (aluminum chloride), product, C(C)(=O)C1=CC2=CC=C(C(=C2C=C1)Br)OC (2-acetyl-5-bromo-6-methoxynaphthalene), C(C)(=O)C1=CC2=CC=C(C(=C2C=C1)Br)OC (2-acetyl-5-bromo-6-methoxynaphthalene), C=1(C)C(C)=CC(C)=C(C)C1 (durene). RXN SMILES: [Cl-].[Al+3].[Cl-].[Cl-].[C:5]([C:8]1[CH:17]=[CH:16][C:15]2[C:10](=[CH:11][CH:12]=[C:13]([O:19][CH3:20])[C:14]=2Br)[CH:9]=1)(=[O:7])[CH3:6].C1(C(=CC(=C(C=1)C)C)C)C>C(Cl)Cl>[C:5]([C:8]1[CH:17]=[CH:16][C:15]2[C:10](=[CH:11][CH:12]=[C:13]([O:19][CH3:20])[CH:14]=2)[CH:9]=1)(=[O:7])[CH3:6] |f:0.1.2.3|. Solvent: C(Cl)Cl (methylene chloride). Procedure: 30 Grams of anhydrous aluminum chloride are added portionwise to a mixture made of 41.85 g of 2-acetyl-5-bromo-6-methoxynaphthalene, 22.15 g of durene and 180 ml of anhydrous methylene chloride cooled to -5° C., in such a manner that the temperature of 20° C. is not exceeded. The reaction mixture is kept for 2 hours at room temperature after the end of the addition and then it is worked as in example 1 obtaining 27.1 g of product with a yield equal to 90.6% calculated on the basis of the startin... Starting materials: CCOC(=O)C1(NC(=O)c2ccncc2N(C)C(C)C)Cc2ccccc2C1, C1COCCO1, CO, O. The product is CC(C)N(C)c1cnccc1C(=O)NC1(C(=O)O)Cc2ccccc2C1. As a reaction SMILES: [CH2:1]([CH3:2])[O:3][C:4](=[O:5])[C:6]1([NH:15][C:16](=[O:17])[c:18]2[c:19]([N:24]([CH3:25])[CH:26]([CH3:27])[CH3:28])[cH:20][n:21][cH:22][cH:23]2)[CH2:7][c:8]2[cH:9][cH:10][cH:11][cH:12][c:13]2[CH2:14]1.[CH2:29]1[O:30][CH2:31][CH2:32][O:33][CH2:34]1.[CH3:35][OH:36].[OH2:37]>>[O:3]=[C:4]([OH:5])[C:6]1([NH:15][C:16](=[O:17])[c:18]2[c:19]([N:24]([CH3:25])[CH:26]([CH3:27])[CH3:28])[cH:20][n:21][cH:22][cH:23]2)[CH2:7][c:8]2[cH:9][cH:10][cH:11][cH:12][c:13]2[CH2:14]1. Reactants: OC1=C(C=C(C#N)C=C1)OC (4-hydroxy-3-methoxybenzonitrile), C(=O)([O-])[O-].[K+].[K+] (K2CO3), BrCCCBr (1,3-dibromopropane). Solvent: C(C)#N (acetonitrile). Run at time 8 hour. Yields the product BrCCCOC1=C(C=C(C#N)C=C1)OC (4-(3-bromopropoxy)-3-methoxybenzonitrile). As a reaction SMILES: [OH:1][C:2]1[CH:9]=[CH:8][C:5]([C:6]#[N:7])=[CH:4][C:3]=1[O:10][CH3:11].C([O-])([O-])=O.[K+].[K+].[Br:18][CH2:19][CH2:20][CH2:21]Br>C(#N)C>[Br:18][CH2:19][CH2:20][CH2:21][O:1][C:2]1[CH:9]=[CH:8][C:5]([C:6]#[N:7])=[CH:4][C:3]=1[O:10][CH3:11] |f:1.2.3|. Procedure details: A mixture of 4-hydroxy-3-methoxybenzonitrile (7.5 g, 50 mmol), K2CO3 (12.5 g), and 1,3-dibromopropane (15 g, 75 mmol) in acetonitrile (100 ml) was heated at reflux for 3 hours and left standing at room temperature overnight. The solvent of the reaction was removed on a rotary evaporator, and the crude solid was extracted into methylene chloride (500 ml). The insolubles were filtered off. The dichloromethane solution was concentrated and the material was purified on a flash chromatography column ... The reactants are N(N)C=1N=NC=CC1 (3-hydrazinopyridazine), N(N)C1=NC=CN=C1 (2-hydrazinopyrazine), N(N)C1=NC=NC=C1 (4-hydrazinopyrimidine). The product is N1=CN=CC2=C1NC=C2 (7H-pyrrolo[2,3-d]pyrimidine), N1=NC=CC2=C1NC=C2 (7H-pyrrolo[2,3-c]pyridazine), N1=C2C(=NC=C1)NC=C2 (5H-pyrrolo[2,3-b]pyrazine). RXN SMILES: [NH:1]([C:3]1[CH:8]=[CH:7][N:6]=[CH:5][N:4]=1)N.[NH:9]([C:11]1[N:12]=[N:13][CH:14]=[CH:15][CH:16]=1)N.[NH:17]([C:19]1[CH:24]=[N:23][CH:22]=[CH:21][N:20]=1)N>>[N:4]1[C:3]2[NH:1][CH:11]=[CH:16][C:8]=2[CH:7]=[N:6][CH:5]=1.[N:12]1[C:11]2[NH:9][CH:19]=[CH:24][C:16]=2[CH:15]=[CH:14][N:13]=1.[N:23]1[CH:22]=[CH:21][N:20]=[C:19]2[NH:17][CH:3]=[CH:8][C:24]=12. Procedure details: Substituting 2-hydrazinopyridine 51 with 4-hydrazinopyrimidine, 3-hydrazinopyridazine or 2-hydrazinopyrazine and following the procedure described above gives 7H-pyrrolo[2,3-d]pyrimidine, 7H-pyrrolo[2,3-c]pyridazine or 5H-pyrrolo[2,3-b]pyrazine respectively. Reactants: N(CC(=O)N[C@@H](CC1=CC=CC=C1)C(=O)NCC(=O)N1[C@H](C(=O)N[C@@H](CCC(OC(C)(C)C)=O)C(=O)N[C@@H]([C@H](OC(C)(C)C)C)C(=O)N2[C@H](C(=O)N)CCC2)CCC1)C(=O)OCC1=CC=CC=C1 (Z-Gly-Phe-Gly-Pro-Glu(OtBu)-Thr(tBu)-Pro-NH2). The reagents and catalysts are [Pd] (palladium charcoal). The solvent is CO (methanol). The product is NCC(=O)N[C@@H](CC1=CC=CC=C1)C(=O)NCC(=O)N1[C@H](C(=O)N[C@@H](CCC(OC(C)(C)C)=O)C(=O)N[C@@H]([C@H](OC(C)(C)C)C)C(=O)N2[C@H](C(=O)N)CCC2)CCC1 (H-Gly-Phe-Gly-Pro-Glu(OtBu)-Thr(tBu)-Pro-NH2). RXN SMILES: [NH:1](C(OCC1C=CC=CC=1)=O)[CH2:2][C:3]([NH:5][C@H:6]([C:14]([NH:16][CH2:17][C:18]([N:20]1[CH2:58][CH2:57][CH2:56][C@H:21]1[C:22]([NH:24][C@H:25]([C:35]([NH:37][C@H:38]([C:46]([N:48]1[CH2:55][CH2:54][CH2:53][C@H:49]1[C:50]([NH2:52])=[O:51])=[O:47])[C@@H:39]([CH3:45])[O:40][C:41]([CH3:44])([CH3:43])[CH3:42])=[O:36])[CH2:26][CH2:27][C:28](=[O:34])[O:29][C:30]([CH3:33])([CH3:32])[CH3:31])=[O:23])=[O:19])=[O:15])[CH2:7][C:8]1[CH:13]=[CH:12][CH:11]=[CH:10][CH:9]=1)=[O:4]>CO.[Pd]>[NH2:1][CH2:2][C:3]([NH:5][C@H:6]([C:14]([NH:16][CH2:17][C:18]([N:20]1[CH2:58][CH2:57][CH2:56][C@H:21]1[C:22]([NH:24][C@H:25]([C:35]([NH:37][C@H:38]([C:46]([N:48]1[CH2:55][CH2:54][CH2:53][C@H:49]1[C:50]([NH2:52])=[O:51])=[O:47])[C@@H:39]([CH3:45])[O:40][C:41]([CH3:42])([CH3:43])[CH3:44])=[O:36])[CH2:26][CH2:27][C:28](=[O:34])[O:29][C:30]([CH3:31])([CH3:33])[CH3:32])=[O:23])=[O:19])=[O:15])[CH2:7][C:8]1[CH:9]=[CH:10][CH:11]=[CH:12][CH:13]=1)=[O:4]. Reported procedure: 3.95 g of Z-Gly-Phe-Gly-Pro-Glu(OtBu)-Thr(tBu)-Pro-NH2 are dissolved in 80 ml of methanol and the solution is hydrogenated in the presence of 600 mg of palladium charcoal (10 % Pd). After completion of the hydrogenation the catalyst is filtered off, the filtrate is evaporated to a volume of 10 ml, 20 ml of benzene are added, the mixture again concentrated to 10 ml, and the product precipitated with 70 ml of petroleum ether. The smeary precipitate is triturated to give a powder, filtered and drie... Starting materials: Cc1nc(C(C)(C)N)no1, O=C(O)c1ccc(Cl)c(OCC2CC2)n1. Product: Cc1nc(C(C)(C)NC(=O)c2ccc(Cl)c(OCC3CC3)n2)no1. Reaction SMILES: [CH3:16][C:17]([NH2:18])([c:19]1[n:20][o:21][c:22]([CH3:24])[n:23]1)[CH3:25].[Cl:1][c:2]1[cH:3][cH:4][c:5]([C:13](=[O:14])[OH:15])[n:6][c:7]1[O:8][CH2:9][CH:10]1[CH2:11][CH2:12]1>>[Cl:1][c:2]1[cH:3][cH:4][c:5]([C:13](=[O:15])[NH:18][C:17]([CH3:16])([c:19]2[n:20][o:21][c:22]([CH3:24])[n:23]2)[CH3:25])[n:6][c:7]1[O:8][CH2:9][CH:10]1[CH2:11][CH2:12]1.